This data is from the Open Reaction Database (ORD), a public repository of structured organic reaction records. The task is: describe an organic reaction: reactants, conditions, products, and yield Reactants: Cl (hydrochloric acid), COCC(OC=1C=C(C=C2C=C(NC12)C=1SC(CN1)CC(=O)OCC)OC=1C=NC(=CC1)S(=O)(=O)C)C (ethyl {2-[7-(2-methoxy-1-methylethoxy)-5-{[6-(methylsulfonyl)pyridin-3-yl]oxy}-1H-indol-2-yl]-4,5-dihydro-1,3-thiazol-5-yl}acetate), O1CCCC1 (tetrahydrofuran), [OH-].[Na+] (sodium hydroxide). Run in O (Water), C(C)O (ethanol). Reaction conditions: time 4 hour. The product is COCC(OC=1C=C(C=C2C=C(NC12)C=1SC(CN1)CC(=O)O)OC=1C=NC(=CC1)S(=O)(=O)C)C ({2-[7-(2-Methoxy-1-methylethoxy)-5-{[6-(methylsulfonyl)pyridin-3-yl]oxy}-1H-indol-2-yl]-4,5-dihydro-1,3-thiazol-5-yl}acetic acid). The yield is 92.7%. RXN SMILES: [CH3:1][O:2][CH2:3][CH:4]([CH3:37])[O:5][C:6]1[CH:7]=[C:8]([O:26][C:27]2[CH:28]=[N:29][C:30]([S:33]([CH3:36])(=[O:35])=[O:34])=[CH:31][CH:32]=2)[CH:9]=[C:10]2[C:14]=1[NH:13][C:12]([C:15]1[S:16][CH:17]([CH2:20][C:21]([O:23]CC)=[O:22])[CH2:18][N:19]=1)=[CH:11]2.O1CCCC1.[OH-].[Na+].Cl>O.C(O)C>[CH3:1][O:2][CH2:3][CH:4]([CH3:37])[O:5][C:6]1[CH:7]=[C:8]([O:26][C:27]2[CH:28]=[N:29][C:30]([S:33]([CH3:36])(=[O:34])=[O:35])=[CH:31][CH:32]=2)[CH:9]=[C:10]2[C:14]=1[NH:13][C:12]([C:15]1[S:16][CH:17]([CH2:20][C:21]([OH:23])=[O:22])[CH2:18][N:19]=1)=[CH:11]2 |f:2.3|. Reported procedure: A mixture of ethyl {2-[7-(2-methoxy-1-methylethoxy)-5-{[6-(methylsulfonyl)pyridin-3-yl]oxy}-1H-indol-2-yl]-4,5-dihydro-1,3-thiazol-5-yl}acetate (580 mg), tetrahydrofuran (3 mL), ethanol (3 mL) and 1M aqueous sodium hydroxide solution (3 mL) was stirred at room temperature for 4 h. Water and 1M hydrochloric acid (3 mL) were added to the mixture and the mixture was extracted with ethyl acetate. The organic layer was washed with brine, dried (MgSO4), filtered, and concentrated in vacuo to give the ... Starting materials: N(=O)[O-].[Na+] (sodium nitrite), NC1=NC(=CC(=N1)OCC1=CC=CC=C1)N (2,6-Diamino-4-benzyloxypyrimidine), starch iodide. Solvent: O (water), C(C)(=O)O (acetic acid). Run at temperature 80 celsius. The product is NC1=NC(=C(C(=N1)OCC1=CC=CC=C1)N=O)N (2,6-Diamino-4-benzyloxy-5-nitrosopyrimidine). As a reaction SMILES: [NH2:1][C:2]1[N:7]=[C:6]([O:8][CH2:9][C:10]2[CH:15]=[CH:14][CH:13]=[CH:12][CH:11]=2)[CH:5]=[C:4]([NH2:16])[N:3]=1.[N:17]([O-])=[O:18].[Na+]>C(O)(=O)C.O>[NH2:1][C:2]1[N:7]=[C:6]([O:8][CH2:9][C:10]2[CH:15]=[CH:14][CH:13]=[CH:12][CH:11]=2)[C:5]([N:17]=[O:18])=[C:4]([NH2:16])[N:3]=1 |f:1.2|. Procedure: 2,6-Diamino-4-benzyloxypyrimidine (0.5 g, 2.3 mmol) was dissolved in warm acetic acid (30%, 10 ml) and the reaction mixture was heated to 80° C. A solution of sodium nitrite (0.22 g, 3.19 mmol) in water (5 ml) was added dropwise over 1 h, when an excess of oxidant was evident by starch-iodide paper. The reaction mixture was allowed to cool to room temperature, and the violet crystals which deposited were collected and washed with water (0.53 g, 98%), m.p. decomposed 209° C.; (Found: C, 55.32; H,... The reactants are COC1CCN(c2ccc(N)cn2)C1, O=C(O)c1nc(-c2ccccc2)oc1C(F)(F)F. Yields the product COC1CCN(c2ccc(NC(=O)c3nc(-c4ccccc4)oc3C(F)(F)F)cn2)C1. Reaction SMILES: [CH3:19][O:20][CH:21]1[CH2:22][N:23]([c:26]2[cH:27][cH:28][c:29]([NH2:32])[cH:30][n:31]2)[CH2:24][CH2:25]1.[c:1]1(-[c:7]2[o:8][c:9]([C:15]([F:16])([F:17])[F:18])[c:10]([C:12](=[O:13])[OH:14])[n:11]2)[cH:2][cH:3][cH:4][cH:5][cH:6]1>>[c:1]1(-[c:7]2[o:8][c:9]([C:15]([F:16])([F:17])[F:18])[c:10]([C:12](=[O:14])[NH:32][c:29]3[cH:28][cH:27][c:26]([N:23]4[CH2:22][CH:21]([O:20][CH3:19])[CH2:25][CH2:24]4)[n:31][cH:30]3)[n:11]2)[cH:2][cH:3][cH:4][cH:5][cH:6]1. The reactants are O=C(Nc1ccccc1Oc1ccc(Cl)cc1Cl)C1CCNCC1, O=S(=O)(Cl)c1cc(Cl)ccc1Cl, ClCCl, c1ccncc1. Product: O=C(Nc1ccccc1Oc1ccc(Cl)cc1Cl)C1CCN(S(=O)(=O)c2cc(Cl)ccc2Cl)CC1. As a reaction SMILES: [Cl:1][c:2]1[c:3]([O:4][c:5]2[c:6]([NH:11][C:12](=[O:13])[CH:14]3[CH2:15][CH2:16][NH:17][CH2:18][CH2:19]3)[cH:7][cH:8][cH:9][cH:10]2)[cH:20][cH:21][c:22]([Cl:24])[cH:23]1.[Cl:31][c:32]1[c:33]([S:39](=[O:40])(=[O:41])[Cl:42])[cH:34][c:35]([Cl:38])[cH:36][cH:37]1.[Cl:43][CH2:44][Cl:45].[cH:25]1[cH:26][cH:27][n:28][cH:29][cH:30]1>>[Cl:1][c:2]1[c:3]([O:4][c:5]2[c:6]([NH:11][C:12](=[O:13])[CH:14]3[CH2:15][CH2:16][N:17]([S:39]([c:33]4[c:32]([Cl:31])[cH:37][cH:36][c:35]([Cl:38])[cH:34]4)(=[O:40])=[O:41])[CH2:18][CH2:19]3)[cH:7][cH:8][cH:9][cH:10]2)[cH:20][cH:21][c:22]([Cl:24])[cH:23]1. Reactants: Cl.C(C)OC(CCN)=O (β-alanine ethyl ester hydrochloride), O.ON1N=NC2=C1C=CC=C2 (1-hydroxybenzotriazole monohydrate), C(#N)C1=C(OC2=C1C=C(C=C2)OC)C(C2CCCCC2)NC2=CC=C(C(=O)O)C=C2 (4-{[(3-cyano-5-methoxy-1-benzofuran-2-yl)(cyclohexyl)methyl]amino}benzoic acid), Cl.C(C)N=C=NCCCN(C)C (1-ethyl-3-(3-dimethylaminopropyl)carbodiimide hydrochloride), Cl (Hydrochloric acid). Run in CN(C=O)C (N,N-dimethylformamide), C(C)N(CC)CC (triethylamine). Reaction conditions: time 8 hour. Yields the product C(#N)C1=C(OC2=C1C=C(C=C2)OC)C(C2CCCCC2)NC2=CC=C(C=C2)C(=O)NCCC(=O)OCC (ethyl 3-{[(4-{[(3-cyano-5-methoxy-1-benzofuran-2-yl)(cyclohexyl)methyl]amino}phenyl)carbonyl]amino}propanoate). Isolated yield 95.4%. RXN SMILES: [C:1]([C:3]1[C:7]2[CH:8]=[C:9]([O:12][CH3:13])[CH:10]=[CH:11][C:6]=2[O:5][C:4]=1[CH:14]([NH:21][C:22]1[CH:30]=[CH:29][C:25]([C:26](O)=[O:27])=[CH:24][CH:23]=1)[CH:15]1[CH2:20][CH2:19][CH2:18][CH2:17][CH2:16]1)#[N:2].Cl.[CH2:32]([O:34][C:35](=[O:39])[CH2:36][CH2:37][NH2:38])[CH3:33].O.ON1C2C=CC=CC=2N=N1.Cl.C(N=C=NCCCN(C)C)C.Cl>CN(C)C=O.C(N(CC)CC)C>[C:1]([C:3]1[C:7]2[CH:8]=[C:9]([O:12][CH3:13])[CH:10]=[CH:11][C:6]=2[O:5][C:4]=1[CH:14]([NH:21][C:22]1[CH:30]=[CH:29][C:25]([C:26]([NH:38][CH2:37][CH2:36][C:35]([O:34][CH2:32][CH3:33])=[O:39])=[O:27])=[CH:24][CH:23]=1)[CH:15]1[CH2:16][CH2:17][CH2:18][CH2:19][CH2:20]1)#[N:2] |f:1.2,3.4,5.6|. Reported procedure: To a mixture of 4-{[(3-cyano-5-methoxy-1-benzofuran-2-yl)(cyclohexyl)methyl]amino}benzoic acid (240 mg) synthesized above, β-alanine ethyl ester hydrochloride (137 mg), 1-hydroxybenzotriazole monohydrate (136 mg), triethylamine (248 μL) and N,N-dimethylformamide (10 mL) was added 1-ethyl-3-(3-dimethylaminopropyl)carbodiimide hydrochloride (171 mg), and the mixture was stirred overnight at room temperature. 1N Hydrochloric acid was added to quench the reaction, and the mixture was extracted with ... Reactants: ClC1=CC=2N(N=C1)C(=CN2)C=2C=C(C=CC2)NC(=O)NCC(F)(F)F (N-[3-(7-chloroimidazo[1,2-b]pyridazin-3-yl)phenyl]-N′-(2,2,2-trifluoroethyl)urea), CC1(OB(OC1(C)C)C=1C=NN(C1)C(=O)OC(C)(C)C)C (tert-butyl 4-(4,4,5,5-tetramethyl-1,3,2-dioxaborolan-2-yl)-1H-pyrazole-1-carboxylate), [O-]P(=O)([O-])[O-].[K+].[K+].[K+] (K3PO4). Reagents/catalysts: C=1C=CC(=CC1)[P](C=2C=CC=CC2)(C=3C=CC=CC3)[Pd]([P](C=4C=CC=CC4)(C=5C=CC=CC5)C=6C=CC=CC6)([P](C=7C=CC=CC7)(C=8C=CC=CC8)C=9C=CC=CC9)[P](C=1C=CC=CC1)(C=1C=CC=CC1)C=1C=CC=CC1 (tetrakis(triphenylphosphine)palladium(0)). The solvent is O1CCOCC1 (1,4-dioxane), O (water). Run at temperature 100 celsius. Yields the product N1N=CC(=C1)C1=CC=2N(N=C1)C(=CN2)C=2C=C(C=CC2)NC(=O)NCC(F)(F)F (N-{3-[7-(1H-pyrazol-4-yl)imidazo[1,2-b]pyridazin-3-yl]phenyl}-N′-(2,2,2-trifluoroethyl)urea). As a reaction SMILES: Cl[C:2]1[CH:7]=[N:6][N:5]2[C:8]([C:11]3[CH:12]=[C:13]([NH:17][C:18]([NH:20][CH2:21][C:22]([F:25])([F:24])[F:23])=[O:19])[CH:14]=[CH:15][CH:16]=3)=[CH:9][N:10]=[C:4]2[CH:3]=1.CC1(C)C(C)(C)OB([C:34]2[CH:35]=[N:36][N:37](C(OC(C)(C)C)=O)[CH:38]=2)O1.[O-]P([O-])([O-])=O.[K+].[K+].[K+]>O1CCOCC1.O.C1C=CC([P]([Pd]([P](C2C=CC=CC=2)(C2C=CC=CC=2)C2C=CC=CC=2)([P](C2C=CC=CC=2)(C2C=CC=CC=2)C2C=CC=CC=2)[P](C2C=CC=CC=2)(C2C=CC=CC=2)C2C=CC=CC=2)(C2C=CC=CC=2)C2C=CC=CC=2)=CC=1>[NH:36]1[CH:35]=[C:34]([C:2]2[CH:7]=[N:6][N:5]3[C:8]([C:11]4[CH:12]=[C:13]([NH:17][C:18]([NH:20][CH2:21][C:22]([F:25])([F:24])[F:23])=[O:19])[CH:14]=[CH:15][CH:16]=4)=[CH:9][N:10]=[C:4]3[CH:3]=2)[CH:38]=[N:37]1 |f:2.3.4.5,^1:65,67,86,105|. Procedure details: A mixture of N-[3-(7-chloroimidazo[1,2-b]pyridazin-3-yl)phenyl]-N′-(2,2,2-trifluoroethyl)urea (0.30 g, 0.81 mmol), tert-butyl 4-(4,4,5,5-tetramethyl-1,3,2-dioxaborolan-2-yl)-1H-pyrazole-1-carboxylate (0.29 g, 0.97 mmol), tetrakis(triphenylphosphine)palladium(0) (46.9 mg, 0.0406 mmol) and K3PO4 (0.43 g, 2.0 mmol) in 1,4-dioxane (4.0 mL) and water (2 mL) was heated at 100° C. under an atmosphere of nitrogen for 3 h. After cooling, the reaction mixture was extracted with ethyl acetate (3×30 mL), an... The reactants are ClC1=C2CCNC2=CC=C1F (4-chloro-5-fluoroindoline), C(C)(C)N(C(C)C)CC (N,N-diisopropylethylamine), O[C@H]1C(OCC1)=O ((R)-dihydro-3-hydroxyfuran-2(3H)-one), FC(S(=O)(=O)OS(=O)(=O)C(F)(F)F)(F)F (Trifluoromethanesulfonic anhydride). Solvent: C(Cl)Cl (CH2Cl2), C(Cl)Cl (CH2Cl2). Run at temperature -40 celsius, time 1 hour. Yields the product ClC1=C2CCN(C2=CC=C1F)[C@@H]1C(OCC1)=O ((S)-3-(4-chloro-5-fluoroindolin-1-yl)-dihydrofuran-2(3H)-one). Isolated yield 91.4%. Reaction SMILES: C(N(CC)C(C)C)(C)C.O[C@@H:11]1[CH2:15][CH2:14][O:13][C:12]1=[O:16].FC(F)(F)S(OS(C(F)(F)F)(=O)=O)(=O)=O.[Cl:32][C:33]1[C:41]([F:42])=[CH:40][CH:39]=[C:38]2[C:34]=1[CH2:35][CH2:36][NH:37]2>C(Cl)Cl>[Cl:32][C:33]1[C:41]([F:42])=[CH:40][CH:39]=[C:38]2[C:34]=1[CH2:35][CH2:36][N:37]2[C@H:11]1[CH2:15][CH2:14][O:13][C:12]1=[O:16]. Procedure details: Prepared using general procedure 1. Under an N2 atmosphere at −40° C., N,N-diisopropylethylamine (34.1 mL, 196 mmol) was added dropwise to a solution of (R)-dihydro-3-hydroxyfuran-2(3H)-one (10.0 g, 98 mmol) in CH2Cl2 (100 mL). Trifluoromethanesulfonic anhydride (17.3 mL, 103 mmol) was added dropwise to this solution maintaining the internal temperature of the reaction mixture below −40° C. Upon completion of addition, the mixture was stirred at −40° C. for 1 h. A solution of 4-chloro-5-fluoroin...